From a dataset of the Open Reaction Database (ORD), a public repository of structured organic reaction records. describe an organic reaction: reactants, conditions, products, and yield The reactants are CN(C=CC(=O)C1=CC=NC=C1)C (3-dimethylamino-1-(4-pyridyl)-2-propen-1-one), NC1=NNC=C1C#N (3-aminopyrazole-4-carbonitrile). Run in C(C)(=O)O (acetic acid). Yields the product N1=CC=C(C=C1)C1=CC=NC=2N1N=CC2C#N (7-(4-Pyridyl)pyrazolo[1,5-a]pyrimidine-3-carbonitrile). As a reaction SMILES: C[N:2]([CH3:13])[CH:3]=[CH:4][C:5]([C:7]1[CH:12]=[CH:11][N:10]=[CH:9][CH:8]=1)=O.N[C:15]1[C:19]([C:20]#[N:21])=C[NH:17][N:16]=1>C(O)(=O)C>[N:10]1[CH:9]=[CH:8][C:7]([C:5]2[N:17]3[N:16]=[CH:15][C:19]([C:20]#[N:21])=[C:13]3[N:2]=[CH:3][CH:4]=2)=[CH:12][CH:11]=1. Procedure: A mixture of 1.12 g. of 3-dimethylamino-1-(4-pyridyl)-2-propen-1-one and 0.69 g. of 3-aminopyrazole-4-carbonitrile in 25 ml. of glacial acetic acid is refluxed 6 hours. The solvent is removed under reduced pressure and the product worked up as for Example 53 to give 0.60 g. of crystals, m.p. 137°-138° C. Starting materials: BrC=1C=C(C(=NC1)OC)OC (5-bromo-2,3-dimethoxypyridine), P(=O)([O-])([O-])[O-].[K+].[K+].[K+] (tripotassium phosphate), tetrakistriphenylphosphine, CC1(OB(OC1(C)C)\C=C\C1=CC=CC=C1)C ((E)-4,4,5,5-tetramethyl-2-styryl-1,3,2-dioxaborolane). Run in O1CCOCC1 (dioxane), O (water). Reaction conditions: temperature 100 celsius. Yields the product COC1=NC=C(C=C1OC)\C=C\C1=CC=CC=C1 (2,3-dimethoxy-5-[(E)-2-phenylethenyl]pyridine). Yield: 21.0%. Reaction SMILES: Br[C:2]1[CH:3]=[C:4]([O:10][CH3:11])[C:5]([O:8][CH3:9])=[N:6][CH:7]=1.P([O-])([O-])([O-])=O.[K+].[K+].[K+].CC1(C)C(C)(C)OB(/[CH:28]=[CH:29]/[C:30]2[CH:35]=[CH:34][CH:33]=[CH:32][CH:31]=2)O1>O1CCOCC1.O>[CH3:9][O:8][C:5]1[C:4]([O:10][CH3:11])=[CH:3][C:2](/[CH:28]=[CH:29]/[C:30]2[CH:35]=[CH:34][CH:33]=[CH:32][CH:31]=2)=[CH:7][N:6]=1 |f:1.2.3.4|. Procedure details: A mixture of 5-bromo-2,3-dimethoxypyridine (0.50 g, 2.29 mmol), tripotassium phosphate (1.95 g, 9.17 mmol), tetrakistriphenylphosphine (0.27 g, 0.23 mmol) and (E)-4,4,5,5-tetramethyl-2-styryl-1,3,2-dioxaborolane (0.53 g, 2.29 mmol) was diluted with dioxane (6 ml) and water (1 ml) and heated in a microwave for 1 hour at 100° C. The reaction mixture was partitioned between ethyl acetate and water and the organics were dried (MgSO4), filtered and concentrated in vacuo to give yellow oil. The oil wa... Reactants: [Cl-].N(=O)C1=C2C=CC=NC2=C(C=C1)O (5-nitroso-8-hydroxyquinoline chloride), [OH-].[Na+] (NaOH), Cl (HCl), [O-]S(=O)S(=O)[O-].[Na+].[Na+] (Na2S2O4). Solvent: O (water). Conditions: temperature 40 celsius. The product is Cl.Cl.NC1=C2C=CC=NC2=C(C=C1)O (5-amino-8-hydroxyquinoline dihydrochloride). The yield is 152.9%. RXN SMILES: [Cl-:1].[N:2]([C:4]1[CH:13]=[CH:12][C:11]([OH:14])=[C:10]2[C:5]=1[CH:6]=[CH:7][CH:8]=[N:9]2)=O.[OH-].[Na+].[O-]S(S([O-])=O)=O.[Na+].[Na+].Cl>O>[ClH:1].[ClH:1].[NH2:2][C:4]1[CH:13]=[CH:12][C:11]([OH:14])=[C:10]2[C:5]=1[CH:6]=[CH:7][CH:8]=[N:9]2 |f:0.1,2.3,4.5.6,9.10.11|. Procedure: 5-nitroso-8-hydroxyquinoline chloride (40 g) was added to a mixture of water (160 ml) and 5N-NaOH (260 ml) and heated to 40° C. Na2S2O4 (95 g) was added to the reaction mixture wraith increasing temperature to 75-80° C. The reaction mixture was cooled to 50° C. and 12N-HCl (250 ml) was added to it. Then the reaction mixture was cooled to 0° C. and filtered to give 5-amino-8-hydroxyquinoline dihydrochloride (34 g, 69%). Reactants: C(=S)(Cl)Cl (thiophosgene), [OH-].[Na+] (sodium hydroxide), C(Cl)(Cl)Cl (chloroform), C1(CCCCC1)S (cyclohexyl mercaptan). The solvent is O (water). Yields the product ClC(Cl)SSC1CCCCC1 (cyclohexyl dichloromethyl disulfide). Yield: 67.2%. As a reaction SMILES: [C:1]([Cl:4])([Cl:3])=[S:2].C(Cl)(Cl)Cl.[CH:9]1([SH:15])[CH2:14][CH2:13][CH2:12][CH2:11][CH2:10]1.[OH-].[Na+]>O>[Cl:3][CH:1]([S:2][S:15][CH:9]1[CH2:14][CH2:13][CH2:12][CH2:11][CH2:10]1)[Cl:4] |f:3.4|. Procedure: To a solution of 20.0 g (0.17 mole) of thiophosgene in 100 ml. of chloroform cooled to 0° C. was added dropwise with stirring 20.2 g (0.17 mole) of cyclohexyl mercaptan. To this mixture was added dropwise a solution of 2.5 g of sodium hydroxide in 25 ml. of water at such a rate as to keep the temperature less than 8° C. When the addition was complete, the chloroform layer was separated and dried over calcium chloride. The solvent was evaporated, and the residue was distilled under reduced pressu... The reactants are C=1(C(=CC=CC1)C(=O)N)C.C(C)(=O)NC=1C(=NC=CN1)C(=O)O (3-acetamidopyrazine-2-carboxylic acid o-toluamide), C1(=CC=CC=C1)P(C1=CC=CC=C1)C1=CC=CC=C1 (triphenylphosphine), N(=NC(=O)OCC)C(=O)OCC (diethyl azodicarboxylate). The reagents and catalysts are CN(C1=CC=NC=C1)C (4-dimethylaminopyridine). Run in O1CCOCC1 (dioxane). Product: CC1=NC2=NC=CN=C2C(N1C1=C(C=CC=C1)C)=O (2-Methyl-3-(2-methyl-phenyl)-3H-pteridin-4-one). As a reaction SMILES: [C:1]1(C)[C:2]([C:7](N)=O)=[CH:3][CH:4]=[CH:5][CH:6]=1.[C:11]([NH:14][C:15]1[C:16]([C:21]([OH:23])=O)=[N:17][CH:18]=[CH:19][N:20]=1)(=O)[CH3:12].C1(P(C2C=CC=CC=2)C2C=CC=CC=2)C=CC=CC=1.[N:43](C(OCC)=O)=NC(OCC)=O>CN(C)C1C=CN=CC=1.O1CCOCC1>[CH3:12][C:11]1[N:43]([C:1]2[CH:6]=[CH:5][CH:4]=[CH:3][C:2]=2[CH3:7])[C:21](=[O:23])[C:16]2[C:15](=[N:20][CH:19]=[CH:18][N:17]=2)[N:14]=1 |f:0.1|. Procedure details: To a mixture of 3-acetamidopyrazine-2-carboxylic acid o-toluamide (1.0 g, 3.70 mmol), triphenylphosphine (2.91 g, 11.1 mmol), and 4-dimethylaminopyridine (0.045 g, about 10 mol %) in dioxane (45 mL) was added diethyl azodicarboxylate (1.75 mL, 11.1 mmol) dropwise via syringe. The reaction was refluxed overnight, cooled to ambient temperature and concentrated. The residue was partitioned between methylene chloride and water. The phases were separated and the organic layer was washed with brine, d...